From a dataset of the Open Reaction Database (ORD), a public repository of structured organic reaction records. describe an organic reaction: reactants, conditions, products, and yield The reactants are O=C1C=CC(=O)N1Cc1ccccc1, CCO, [K+], C1COCCO1, [OH-], CC(=NN)c1cccnc1. Yields the product CC1(c2cccnc2)C2C(=O)N(Cc3ccccc3)C(=O)C21. RXN SMILES: [CH2:13]([c:14]1[cH:15][cH:16][cH:17][cH:18][cH:19]1)[N:20]1[C:21](=[O:26])[CH:22]=[CH:23][C:24]1=[O:25].[CH3:33][CH2:34][OH:35].[K+:12].[O:27]1[CH2:28][CH2:29][O:30][CH2:31][CH2:32]1.[OH-:11].[n:1]1[cH:2][c:3]([C:7]([CH3:8])=[N:9][NH2:10])[cH:4][cH:5][cH:6]1>>[n:1]1[cH:2][c:3]([C:7]2([CH3:8])[CH:22]3[C:21](=[O:26])[N:20]([CH2:13][c:14]4[cH:15][cH:16][cH:17][cH:18][cH:19]4)[C:24](=[O:25])[CH:23]23)[cH:4][cH:5][cH:6]1. Yields the product COC(COC1=CC=C(C=C1)C=O)=O (methyl(4-formylphenoxy)acetate), solid. Procedure details: To a solution of 4-hydroxybenzaldehyde (100 g, 0.818 mol) in dry DMF (1 L) was added potassium carbonate (260 g, 1.88 mol) and KI (10 g) with stirring at rt. The reaction mixture was slowly heated to 40° C. and added methylbromoacetate (104 g, 0.67 mol) with stirring and heated to 70° C. for 4 h. The reaction mixture was cooled to rt, filtered off the solid and filtrate was diluted with water (1.5 L). The aqueous mixture was extracted with EtOAc (3×750 mL), washed with 2.5% aqueous NaOH solution... As a reaction SMILES: [OH:1][C:2]1[CH:9]=[CH:8][C:5]([CH:6]=[O:7])=[CH:4][CH:3]=1.C(=O)([O-])[O-].[K+].[K+].[CH3:16][O:17][C:18](=[O:21])[CH2:19]Br>CN(C=O)C>[CH3:16][O:17][C:18](=[O:21])[CH2:19][O:1][C:2]1[CH:9]=[CH:8][C:5]([CH:6]=[O:7])=[CH:4][CH:3]=1 |f:1.2.3|. The solvent is CN(C)C=O (DMF). Starting materials: OC1=CC=C(C=O)C=C1 (4-hydroxybenzaldehyde), C([O-])([O-])=O.[K+].[K+] (potassium carbonate), COC(CBr)=O (methylbromoacetate).